From a dataset of the Open Reaction Database (ORD), a public repository of structured organic reaction records. describe an organic reaction: reactants, conditions, products, and yield Reactants: CC(=O)c1cc(C(C)=O)c(O)cc1O, CCCCI, [Na+], [OH-], O. The product is CCCCc1c(O)c(C(C)=O)cc(C(C)=O)c1O. Reaction SMILES: [C:1]([CH3:2])(=[O:3])[c:4]1[c:5]([OH:14])[cH:6][c:7]([OH:8])[c:9]([C:11]([CH3:12])=[O:13])[cH:10]1.[I:17][CH2:18][CH2:19][CH2:20][CH3:21].[Na+:16].[OH-:15].[OH2:22]>>[C:1]([CH3:2])(=[O:3])[c:4]1[c:5]([OH:14])[c:6]([CH2:18][CH2:19][CH2:20][CH3:21])[c:7]([OH:8])[c:9]([C:11]([CH3:12])=[O:13])[cH:10]1.